From a dataset of the Open Reaction Database (ORD), a public repository of structured organic reaction records. describe an organic reaction: reactants, conditions, products, and yield The reactants are C1(=CC=C(C=C1)COC1=CC2=C(SC(=C2OC2=CC=C(C=C2)Cl)/C=C(/C(=O)OCC)\C2=CC=NC=C2)C=C1OCC1=CC=C(C=C1)C1=CC=CC=C1)C1=CC=CC=C1 (Ethyl (E)-3-[5,6-bis([1,1′-biphenyl]-4-ylmethoxy)-3-(4-chlorophenoxy)-benzo[b]thiophen-2-yl]-2-(4pyridyl)-2-propeneate), [OH-].[Na+] (sodium hydroxide). Run in C(C)O (ethanol). Product: C1(=CC=C(C=C1)COC1=CC2=C(SC(=C2OC2=CC=C(C=C2)Cl)/C=C(/C(=O)O)\C2=CC=NC=C2)C=C1OCC1=CC=C(C=C1)C1=CC=CC=C1)C1=CC=CC=C1 ((E)-3-[5,6-Bis-([1,1′-biphenyl]-4-ylmethoxy)-3-(4-chlorophenoxy)-benzo[b]thiophen-2-yl]-2-(4-pyridyl)2-propenoic acid). Reaction SMILES: [C:1]1([C:53]2[CH:58]=[CH:57][CH:56]=[CH:55][CH:54]=2)[CH:6]=[CH:5][C:4]([CH2:7][O:8][C:9]2[C:38]([O:39][CH2:40][C:41]3[CH:46]=[CH:45][C:44]([C:47]4[CH:52]=[CH:51][CH:50]=[CH:49][CH:48]=4)=[CH:43][CH:42]=3)=[CH:37][C:12]3[S:13][C:14](/[CH:24]=[C:25](\[C:31]4[CH:36]=[CH:35][N:34]=[CH:33][CH:32]=4)/[C:26]([O:28]CC)=[O:27])=[C:15]([O:16][C:17]4[CH:22]=[CH:21][C:20]([Cl:23])=[CH:19][CH:18]=4)[C:11]=3[CH:10]=2)=[CH:3][CH:2]=1.[OH-].[Na+]>C(O)C>[C:1]1([C:53]2[CH:54]=[CH:55][CH:56]=[CH:57][CH:58]=2)[CH:2]=[CH:3][C:4]([CH2:7][O:8][C:9]2[C:38]([O:39][CH2:40][C:41]3[CH:46]=[CH:45][C:44]([C:47]4[CH:48]=[CH:49][CH:50]=[CH:51][CH:52]=4)=[CH:43][CH:42]=3)=[CH:37][C:12]3[S:13][C:14](/[CH:24]=[C:25](\[C:31]4[CH:36]=[CH:35][N:34]=[CH:33][CH:32]=4)/[C:26]([OH:28])=[O:27])=[C:15]([O:16][C:17]4[CH:18]=[CH:19][C:20]([Cl:23])=[CH:21][CH:22]=4)[C:11]=3[CH:10]=2)=[CH:5][CH:6]=1 |f:1.2|. Procedure details: A solution containing 1.5 mmol of the product of Example 1, 3 ml of an aqueous 1N sodium hydroxide solution and 30 ml of ethanol is refluxed for 12 hours. After returning to ambient temperature, the reaction mixture is concentrated under reduced pressure and the residue is then diluted with water and subsequently taken up in ethyl ether. The organic phase is then acidified by the addition of 6 ml of 1N HCl solution. A precipitate forms, which is filtered off, rinsed with water and then dried und... Reactants: CCN(C(C)C)C(C)C, Cc1ccccc1, Oc1c(Cl)cc(OCC=C(Cl)Cl)cc1Cl, FC(F)(F)c1ccc(OCC2CO2)cc1. The product is OC(COc1ccc(C(F)(F)F)cc1)COc1c(Cl)cc(OCC=C(Cl)Cl)cc1Cl. RXN SMILES: [CH2:38]([N:39]([CH:40]([CH3:41])[CH3:42])[CH:43]([CH3:44])[CH3:45])[CH3:46].[CH3:31][c:32]1[cH:33][cH:34][cH:35][cH:36][cH:37]1.[Cl:16][c:17]1[c:18]([OH:30])[c:19]([Cl:29])[cH:20][c:21]([O:23][CH2:24][CH:25]=[C:26]([Cl:27])[Cl:28])[cH:22]1.[F:1][C:2]([c:3]1[cH:4][cH:5][c:6]([O:7][CH2:8][CH:9]2[O:10][CH2:11]2)[cH:12][cH:13]1)([F:14])[F:15]>>[F:1][C:2]([c:3]1[cH:4][cH:5][c:6]([O:7][CH2:8][CH:9]([OH:10])[CH2:11][O:30][c:18]2[c:17]([Cl:16])[cH:22][c:21]([O:23][CH2:24][CH:25]=[C:26]([Cl:27])[Cl:28])[cH:20][c:19]2[Cl:29])[cH:12][cH:13]1)([F:14])[F:15]. The reactants are NC1=C(C(=NS1)SCC)C#N (5-amino-4-cyano-3-(ethylthio)isothiazole), ClC(=O)OC1=CC=CC=C1 (phenyl chloroformate). Run in C1(=CC=CC=C1)C (toluene). Product: 66.2, C(#N)C=1C(=NSC1NC(OC1=CC=CC=C1)=O)SCC (phenyl (4-cyano-3-(ethylthio)-5-isothiazolyl)carbamate). Reaction SMILES: [NH2:1][C:2]1[S:6][N:5]=[C:4]([S:7][CH2:8][CH3:9])[C:3]=1[C:10]#[N:11].Cl[C:13]([O:15][C:16]1[CH:21]=[CH:20][CH:19]=[CH:18][CH:17]=1)=[O:14]>C1(C)C=CC=CC=1>[C:10]([C:3]1[C:4]([S:7][CH2:8][CH3:9])=[N:5][S:6][C:2]=1[NH:1][C:13](=[O:14])[O:15][C:16]1[CH:21]=[CH:20][CH:19]=[CH:18][CH:17]=1)#[N:11]. Procedure details: Under a nitrogen atmosphere, a mixture of 45.0 g of 5-amino-4-cyano-3-(ethylthio)isothiazole and 47.0 g of phenyl chloroformate in 175 ml of dried toluene was heated under reflux for 16 hours; thin-layer chromatography indicated the reaction to be complete. The reaction mixture was cooled to 10°, and the solid collected by filtration to obtain 66.2 of phenyl (4-cyano-3-(ethylthio)-5-isothiazolyl)carbamate, m.p. 223°-225° after recrystallization from acetic acid. The nmr spectrum was consistent w... Starting materials: [OH-].[Na+] (NaOH), [BH4-].[Na+] (sodium borohydride), COC1=C(C=CC=C1)S(=O)(=O)OC=1C=C(OCCCON2C(C=3C(C2=O)=CC=CC3)=O)C=C(C1)C (N-[3-[3-(2-methoxyphenylsulfonyloxy)-5-methylphenoxy]propoxy]phthalimide), Cl (HCl). Run in CC(C)O (2-propanol), O (water). Conditions: temperature 50 celsius, time 2 hour. The product is COC1=C(C=CC=C1)S(=O)(=O)OC=1C=C(OCCCON)C=C(C1)C (3-[3-(2-Methoxyphenylsulfonyloxy)-5-methylphenoxy]propoxyamine). Yield: 95.0%. Reaction SMILES: [BH4-].[Na+].[CH3:3][O:4][C:5]1[CH:10]=[CH:9][CH:8]=[CH:7][C:6]=1[S:11]([O:14][C:15]1[CH:16]=[C:17]([CH:34]=[C:35]([CH3:37])[CH:36]=1)[O:18][CH2:19][CH2:20][CH2:21][O:22][N:23]1C(=O)C2=CC=CC=C2C1=O)(=[O:13])=[O:12].Cl.[OH-].[Na+]>CC(O)C.O>[CH3:3][O:4][C:5]1[CH:10]=[CH:9][CH:8]=[CH:7][C:6]=1[S:11]([O:14][C:15]1[CH:16]=[C:17]([CH:34]=[C:35]([CH3:37])[CH:36]=1)[O:18][CH2:19][CH2:20][CH2:21][O:22][NH2:23])(=[O:13])=[O:12] |f:0.1,4.5|. Reported procedure: A mixture of sodium borohydride (45 mg, 1.1 mmol) and N-[3-[3-(2-methoxyphenylsulfonyloxy)-5-methylphenoxy]propoxy]phthalimide (113 mg, 0.23 numol, prepared in the preceding step) in 2-propanol (12 mL) and water (2 mL) was stirred overnight at ambient temperature. The reaction mixture was adjusted to pH 1 aqueous HCl (3.5 mL, 2N), and the solution was stirred at 50° C. for 2 h. The solution was cooled to 0° C. and adjusted to pH 12 with 2N NaOH. The solution was stirred at ambient temperature fo... The reactants are CCOC(=O)C(C)CCCl, c1ccccc1. Product: CCOC(=O)C1(C)CC1. Reaction SMILES: [CH2:1]([CH3:2])[O:3][C:4]([CH:5]([CH2:6][CH2:7][Cl:8])[CH3:9])=[O:10].[cH:11]1[cH:12][cH:13][cH:14][cH:15][cH:16]1>>[CH2:1]([CH3:2])[O:3][C:4]([C:5]1([CH3:9])[CH2:6][CH2:7]1)=[O:10]. Reactants: C1(=CC=CC=C1)CCCC#N (4-phenylbutyronitrile), CCOCC (ether), [H-].C(C(C)C)[Al+]CC(C)C (diisobutylaluminum hydride). Run in C1(=CC=CC=C1)C (toluene). Run at time 1 hour. Yields the product C1(=CC=CC=C1)CCCC=O (4-Phenyl-1-butanal). RXN SMILES: [C:1]1([CH2:7][CH2:8][CH2:9][C:10]#N)[CH:6]=[CH:5][CH:4]=[CH:3][CH:2]=1.[H-].C([Al+]CC(C)C)C(C)C.CC[O:24]CC>C1(C)C=CC=CC=1>[C:1]1([CH2:7][CH2:8][CH2:9][CH:10]=[O:24])[CH:6]=[CH:5][CH:4]=[CH:3][CH:2]=1 |f:1.2|. Reported procedure: To a stirred suspension of 4-phenylbutyronitrile (21.7 g, 0.12 mole) in ether (400 ml) at 78° C. is added 85 ml. of 25.3% diisobutylaluminum hydride in toluene over a period of 1 hour. After an additional 1 hour, the dry ice-acetone bath is removed and the reaction mixture is stirred at ambient temperature for 3 hours. The reaction mixture is added slowly to 5% aqueous sulfuric acid and then is extracted with several portions of ether. The ether extracts are combined, washed with water and satur... Starting materials: C1(=C(C=CC=C1)N)N (o-Phenylenediamine), C(C)(=O)C=1C(OC(=C(C1O)C(C)=O)O)=O (3,5-diacetyl-4,6-dihydroxy-2H-pyran-2-one). Run in CO (methanol). Yields the product C(C)(=O)C1=C(C(C(OC1=O)=O)=C(C)NC1=C(C=CC=C1)N)O (5-acetyl-3-[1-(o-aminophenylamino)ethylidene]-4-hydroxy-2H-pyran-2,6(3H)-dione). RXN SMILES: [C:1]1([NH2:8])[CH:6]=[CH:5][CH:4]=[CH:3][C:2]=1[NH2:7].[C:9]([C:12]1[C:13](=[O:23])[O:14][C:15]([OH:22])=[C:16]([C:19](=O)[CH3:20])[C:17]=1[OH:18])(=[O:11])[CH3:10]>CO>[C:9]([C:12]1[C:13](=[O:23])[O:14][C:15](=[O:22])[C:16](=[C:19]([NH:7][C:2]2[CH:3]=[CH:4][CH:5]=[CH:6][C:1]=2[NH2:8])[CH3:20])[C:17]=1[OH:18])(=[O:11])[CH3:10]. Reported procedure: o-Phenylenediamine (2.1 g., 0.02 m.) is added to a hot solution of 4.2 g. (0.02 m.) of 3,5-diacetyl-4,6-dihydroxy-2H-pyran-2-one in methanol and the resulting mixture is refluxed for 2 hours. The reaction mixture is cooled and filtered to yield 5-acetyl-3-[1-(o-aminophenylamino)ethylidene]-4-hydroxy-2H-pyran-2,6(3H)-dione, m.p. 179° -181° C. The reactants are NC=1NC(C2=C(N1)N(C=C2C2=C(C=C(C=C2C)C)C)C)=O (2-amino-5-mesityl-7-methyl-3,7-dihydro-4H-pyrrolo[2,3-d]pyrimidin-4-one), CN(C=O)C (N,N-dimethylformamide), [H-].[Na+] (sodium hydride), CI (MeI), CN(C=O)C (N,N-dimethylformamide). The solvent is O (water). Run at time 0.5 hour. Product: NC=1N(C(C2=C(N1)N(C=C2C2=C(C=C(C=C2C)C)C)C)=O)C (2-Amino-5-mesityl-3,7-dimethyl-3,7-dihydro-4H-pyrrolo[2,3-d]pyrimidin-4-one). The yield is 62.0%. RXN SMILES: [NH2:1][C:2]1[NH:3][C:4](=[O:21])[C:5]2[C:10]([C:11]3[C:16]([CH3:17])=[CH:15][C:14]([CH3:18])=[CH:13][C:12]=3[CH3:19])=[CH:9][N:8]([CH3:20])[C:6]=2[N:7]=1.[CH3:22]N(C)C=O.[H-].[Na+].CI>O>[NH2:1][C:2]1[N:3]([CH3:22])[C:4](=[O:21])[C:5]2[C:10]([C:11]3[C:16]([CH3:17])=[CH:15][C:14]([CH3:18])=[CH:13][C:12]=3[CH3:19])=[CH:9][N:8]([CH3:20])[C:6]=2[N:7]=1 |f:2.3|. Procedure details: To a solution of 2-amino-5-mesityl-7-methyl-3,7-dihydro-4H-pyrrolo[2,3-d]pyrimidin-4-one (847 mg, 3.00 mmol) and N,N-dimethylformamide (30 ml) was added sodium hydride (60% in oil, 120 mg, 3.00 mmol) at 0° C. and stirred for 0.5 hour. After stirring at room temperature for 0.5 hour, to the mixture was added a solution of MeI (426 mg, 3.0 mmol) and N,N-dimethylformamide (5 ml) at 0° C. and stirred for 0.5 hour. After stirring at room temperature for 1 hour, the mixture was diluted with water (20 ... Product: Cl, NCCc1ccsc1. As a reaction SMILES: [BH3:4].[CH3:13][OH:14].[CH3:1][S:2][CH3:3].[ClH:15].[O:16]1[CH2:17][CH2:18][CH2:19][CH2:20]1.[s:5]1[cH:6][c:7]([CH2:10][C:11]#[N:12])[cH:8][cH:9]1>>[ClH:15].[s:5]1[cH:6][c:7]([CH2:10][CH2:11][NH2:12])[cH:8][cH:9]1. Reactants: B, CO, CSC, Cl, C1CCOC1, N#CCc1ccsc1. The reactants are CC1=CC=CC=2N=C(NC21)C2=C(C=CC=C2)[N+](=O)[O-] (4-methyl-2-(2-nitrophenyl)-benzimidazole), [H-].[Na+] (NaH), C(=O)(O)[O-].[Na+] (NaHCO3), CI (MeI). Solvent: C1CCOC1 (THF), C1CCOC1 (THF). Reaction conditions: temperature 0 celsius, time 30 minute. Yields the product CN1C(=NC2=C1C=CC=C2C)C2=C(C=CC=C2)[N+](=O)[O-] (N-methyl-4-methyl-2-(2-nitrophenyl)-benzimidazole). Yield: 58.0%. Reaction SMILES: [CH3:1][C:2]1[C:10]2[NH:9][C:8]([C:11]3[CH:16]=[CH:15][CH:14]=[CH:13][C:12]=3[N+:17]([O-:19])=[O:18])=[N:7][C:6]=2[CH:5]=[CH:4][CH:3]=1.[H-].[Na+].CI.[C:24]([O-])(O)=O.[Na+]>C1COCC1>[CH3:24][N:7]1[C:6]2[CH:5]=[CH:4][CH:3]=[C:2]([CH3:1])[C:10]=2[N:9]=[C:8]1[C:11]1[CH:16]=[CH:15][CH:14]=[CH:13][C:12]=1[N+:17]([O-:19])=[O:18] |f:1.2,4.5|. Procedure details: A solution 4-methyl-2-(2-nitrophenyl)-benzimidazole (5.06 g, 20 mmol) in THF (50 mL) was added to a stirring suspension of NaH (1.2 g, 60% dispersion in mineral oil, 30 mmol) in THF (50 mL) at 0° C. under N2. The mixture was stirred at 0° C. for 30 min. and was then allowed to warm to r.t. for 1 h to form a orange solution. MeI (8.52 g, 60 mmol) was transfered into the above mixture dropwisely by a cannular at r.t under N2. This mixture was stirred for 24 h under N2 to result in a pale yellow so...